This data is from the Open Reaction Database (ORD), a public repository of structured organic reaction records. The task is: describe an organic reaction: reactants, conditions, products, and yield The solvent is C(C)O (ethanol). RXN SMILES: [CH2:1]([C:9]1[O:10][C:11]2[CH:17]=[CH:16][CH:15]=[CH:14][C:12]=2[CH:13]=1)[CH2:2][CH2:3][CH2:4][CH2:5][CH2:6][CH2:7][CH3:8]>C(O)C.[C].[Pd]>[CH2:1]([CH:9]1[CH2:13][C:12]2[C:11](=[CH:17][CH:16]=[CH:15][CH:14]=2)[O:10]1)[CH2:2][CH2:3][CH2:4][CH2:5][CH2:6][CH2:7][CH3:8] |f:2.3|. The reagents and catalysts are [C].[Pd] (palladium-carbon). Procedure details: Then, 44 g of 2-octylbenzofuran was dissolved in 440 ml of ethanol. To the solution 35 g of 10%-palladium-carbon was added to effect catalytic reduction for 3 hours sunder normal pressure. After the reaction, the catalyst was removed by filtration and the filtrate was concentrated under reduced pressure to obtain a residue. The residue was purified by silica gel column chromatography (eluent:hexane) to obtain 42 g of liquid 2-octylcoumaran (Yield: 94.6%). The product is liquid, C(CCCCCCC)C1OC2=CC=CC=C2C1 (2-octylcoumaran). Starting materials: solution, C(CCCCCCC)C=1OC2=C(C1)C=CC=C2 (2-octylbenzofuran). The yield is 94.6%. Reactants: C(CC)ON=C(C(=O)NC1[C@@H]2N(C(=C(CS2)CSC2=NN=NN2CC(=O)O)C(=O)O)C1=O)C=1N=C(SC1)NC=O (7-[2-n-Propoxyimino-2-(2-formamido-1,3-thiazol-4-yl)-acetamido]-3-(1-carboxymethyl-1H-tetrazol-5-yl)thiomethyl-3-cephem-4-carboxylic acid), Cl (hydrochloric acid). Product: C(CC)ON=C(C(=O)NC1[C@@H]2N(C(=C(CS2)CSC2=NN=NN2CC(=O)O)C(=O)O)C1=O)C=1N=C(SC1)N (7-[2-n-propoxyimino-2-(2-amino-1,3-thiazol-4-yl)acetamido]-3-(1-carboxymethyl-1H-tetrazol-5-yl)thiomethyl-3-cephem-4-carboxylic acid). Isolated yield 52.4%. As a reaction SMILES: [CH2:1]([O:4][N:5]=[C:6]([C:33]1[N:34]=[C:35]([NH:38]C=O)[S:36][CH:37]=1)[C:7]([NH:9][CH:10]1[C:31](=[O:32])[N:12]2[C:13]([C:28]([OH:30])=[O:29])=[C:14]([CH2:17][S:18][C:19]3[N:23]([CH2:24][C:25]([OH:27])=[O:26])[N:22]=[N:21][N:20]=3)[CH2:15][S:16][C@H:11]12)=[O:8])[CH2:2][CH3:3].Cl>>[CH2:1]([O:4][N:5]=[C:6]([C:33]1[N:34]=[C:35]([NH2:38])[S:36][CH:37]=1)[C:7]([NH:9][CH:10]1[C:31](=[O:32])[N:12]2[C:13]([C:28]([OH:30])=[O:29])=[C:14]([CH2:17][S:18][C:19]3[N:23]([CH2:24][C:25]([OH:27])=[O:26])[N:22]=[N:21][N:20]=3)[CH2:15][S:16][C@H:11]12)=[O:8])[CH2:2][CH3:3]. Procedure details: 7-[2-n-Propoxyimino-2-(2-formamido-1,3-thiazol-4-yl)-acetamido]-3-(1-carboxymethyl-1H-tetrazol-5-yl)thiomethyl-3-cephem-4-carboxylic acid (syn isomer) (2.20 g.) was treated with conc. hydrochloric acid (0.56 g.) according to a similar manner to that of Example 12 to give 7-[2-n-propoxyimino-2-(2-amino-1,3-thiazol-4-yl)acetamido]-3-(1-carboxymethyl-1H-tetrazol-5-yl)thiomethyl-3-cephem-4-carboxylic acid (syn isomer) (1.10 g.). The reactants are [BH-](OC(=O)C)(OC(=O)C)OC(=O)C.[Na+] (NaBH(OAc)3), [BH-](OC(=O)C)(OC(=O)C)OC(=O)C.[Na+] (NaBH(OAc)3), C(=O)C1=CC=C(S1)C=1N=NOC1 (5-formyl-thiophen-2-yl-oxadiazol), amine, C(C)(=O)O[BH-](OC(C)=O)OC(C)=O.[Na+] (sodium triacetoxy borohydride), CN1CCCC1=O (NMP). Solvent: C(Cl)Cl (DCM), C(Cl)Cl (DCM). Run at time 2 hour. The product is NCC1=CC=C(S1)C=1N=NOC1 (5-aminomethyl-thiophen-2-yl-oxadiazol). As a reaction SMILES: [CH:1]([C:3]1[S:7][C:6]([C:8]2[N:9]=[N:10][O:11][CH:12]=2)=[CH:5][CH:4]=1)=O.C(O[BH-](OC(=O)C)OC(=O)C)(=O)C.[Na+].C[N:28]1C(=O)CCC1>C(Cl)Cl>[NH2:28][CH2:1][C:3]1[S:7][C:6]([C:8]2[N:9]=[N:10][O:11][CH:12]=2)=[CH:5][CH:4]=1 |f:1.2|. Procedure details: To a solution of the 5-formyl-thiophen-2-yl-oxadiazol derivative (1 eq., usual scale 0.02-0.25 mmol) and the appropriate amine (2-40 eq.) in DCM (24 mL/mmol) and NMP (6 mL/mmol), sodium triacetoxy borohydride (NaBH(OAc)3) (3 eq.) is added. The mixture is stirred for 2 h before another portion of NaBH(OAc)3 (3 eq.) is added. Stirring of the suspension is continued for another 2 h and a third portion of NaBH(OAc)3 (3 eq.) is added. The mixture is stirred for 16 h before the DCM is evaporated. The ...